Dataset: the Open Reaction Database (ORD), a public repository of structured organic reaction records. Task: describe an organic reaction: reactants, conditions, products, and yield The reactants are ClCC(=O)N1CCCC2=CC=CC=C12 (2-chloro-1-(3,4-dihydroquinolin-1(2H)-yl)ethanone), C1CCOC1 (THF), [H-].[Na+] (NaH), ice, S1C2=C(C=C1S)C=CC=C2 (Benzo[b]thiophene-2-thiol), C1CCOC1 (THF). Run at time 30 minute. Product: N1C2=C(C(CCC1)=O)C=CC=C2 (1,2,3,4-tetrahydro-benzo[b]azepin-5-one). As a reaction SMILES: S1C(S)=CC2C=CC=CC1=2.[H-].[Na+].ClC[C:15]([N:17]1[C:26]2[C:21](=[CH:22][CH:23]=[CH:24][CH:25]=2)[CH2:20][CH2:19][CH2:18]1)=O.C1C[O:30]CC1>>[NH:17]1[CH2:15][CH2:18][CH2:19][C:20](=[O:30])[C:21]2[CH:22]=[CH:23][CH:24]=[CH:25][C:26]1=2 |f:1.2|. Reported procedure: Crude compound 72 (0.71 g, 4.3 mmol) was dissolved in 40 mL of dry THF under N2, stirred for 30 min at RT and then cooled down to 0° C. NaH (60% in mineral oil, 0.224 g, 5.5 mmol) was added to the ice-cold solution which became a yellowish suspension. The formed suspension was stirred for 40 min at 0° C. and then 2-chloro-1-(3,4-dihydroquinolin-1(2H)-yl)ethanone (0.89 g, 4.3 mmol) was added as a solution in 4 mL of dry THF. The reaction mixture was stirred at RT for 16 h. The work-up, the same a... Procedure details: A solution of 1-(6-chloropyrazin-2-yl)-1H-benzimidazol-6-amine (100 mg, 0.41 mmol) and diethylamine (430 μL, 4.1 mmol) in ethoxyethanol (2 mL) containing DIPEA (140 μL) was heated in a sealed tube overnight under N2. The solution was concentrated under reduced pressure and the residue dissolved in EtOAc (20 mL) and washed successively with H2O (20 mL) and brine (20 mL). After drying (Na2SO4) the solvent was removed under reduced pressure and the residue chromatographed eluting with dichlorometha... RXN SMILES: Cl[C:2]1[N:7]=[C:6]([N:8]2[C:12]3[CH:13]=[C:14]([NH2:17])[CH:15]=[CH:16][C:11]=3[N:10]=[CH:9]2)[CH:5]=[N:4][CH:3]=1.[CH2:18]([NH:20][CH2:21][CH3:22])[CH3:19].CCN(C(C)C)C(C)C>C(OC(O)C)C>[CH2:18]([N:20]([CH2:21][CH3:22])[C:2]1[N:7]=[C:6]([N:8]2[C:12]3[CH:13]=[C:14]([NH2:17])[CH:15]=[CH:16][C:11]=3[N:10]=[CH:9]2)[CH:5]=[N:4][CH:3]=1)[CH3:19]. The product is C(C)N(C1=CN=CC(=N1)N1C=NC2=C1C=C(C=C2)N)CC (1-[6-(Diethylamino)pyrazin-2-yl]-1H-benzimidazol-6-amine). Run in C(C)OC(C)O (ethoxyethanol). Reactants: ClC1=CN=CC(=N1)N1C=NC2=C1C=C(C=C2)N (1-(6-chloropyrazin-2-yl)-1H-benzimidazol-6-amine), C(C)NCC (diethylamine), CCN(C(C)C)C(C)C (DIPEA). The reactants are OC=1C=C(C=CC1)C(C)=O (3′-hydroxyacetophenone), solution, C1(CC1)[Mg]Br (cyclopropylmagnesium bromide). The solvent is O1CCCC1 (tetrahydrofuran). The product is C1(CC1)C(C)(O)C=1C=C(C=CC1)O (3-(1-cyclopropyl-1-hydroxyethyl)phenol). RXN SMILES: [OH:1][C:2]1[CH:3]=[C:4]([C:8](=[O:10])[CH3:9])[CH:5]=[CH:6][CH:7]=1.[CH:11]1([Mg]Br)[CH2:13][CH2:12]1>O1CCCC1>[CH:11]1([C:8]([C:4]2[CH:3]=[C:2]([OH:1])[CH:7]=[CH:6][CH:5]=2)([OH:10])[CH3:9])[CH2:13][CH2:12]1. Procedure details: By using 3′-hydroxyacetophenone (200 mg) and a 0.5 M solution of cyclopropylmagnesium bromide in tetrahydrofuran (8.8 ml) as starting materials, the title compound (176.6 mg) was obtained in the same manner as that of Reference Example 69. Reactants: CC1=CC=C(C(=N1)N1CCC(CC1)=CC#C)[N+](=O)[O-] (6-Methyl-3-Nitro-2-(4-prop-2-ynylidenepiperidin-1-yl)pyridine), O.[F-].C(CCC)[N+](CCCC)(CCCC)CCCC (tetrabutylammonium fluoride monohydrate), C[Si](C#CC=C1CCNCC1)(C)C (4-(3-Trimethylsilylprop-2-ynylidene)piperidine), C(C)OC=1C=C(C=CC1)Br (3-ethoxybromobenzene). Product: C(C)OC=1C=C(C=CC1)C#CC=C1CCN(CC1)C1=NC(=CC=C1[N+](=O)[O-])C (2-{4-[3-(3-Ethoxyphenyl)prop-2-ynylidene]piperidin-1-yl}-6-methyl-3-nitropyridine). Isolated yield 46.0%. As a reaction SMILES: [CH3:1][C:2]1[N:7]=[C:6]([N:8]2[CH2:13][CH2:12][C:11](=[CH:14][C:15]#[CH:16])[CH2:10][CH2:9]2)[C:5]([N+:17]([O-:19])=[O:18])=[CH:4][CH:3]=1.C[Si](C)(C)C#CC=C1CCNCC1.[CH2:33]([O:35][C:36]1[CH:37]=[C:38](Br)[CH:39]=[CH:40][CH:41]=1)[CH3:34].O.[F-].C([N+](CCCC)(CCCC)CCCC)CCC>>[CH2:33]([O:35][C:36]1[CH:41]=[C:40]([C:16]#[C:15][CH:14]=[C:11]2[CH2:12][CH2:13][N:8]([C:6]3[C:5]([N+:17]([O-:19])=[O:18])=[CH:4][CH:3]=[C:2]([CH3:1])[N:7]=3)[CH2:9][CH2:10]2)[CH:39]=[CH:38][CH:37]=1)[CH3:34] |f:3.4.5|. Procedure: The title Compound was prepared from Compound 274c following the procedure described for the compound of Example 274 but using 3-ethoxybromobenzene instead of 1-bromo-3,5-difluorobenzene and adding 1 molar equivalent of tetrabutylammonium fluoride monohydrate to the starting reaction mixture. After the work-up, the residue was purified by automated flash liquid chromatography (SP1™-Biotage) eluting with PE-EtOAc gradient from PE:EtAc 1:0 to 8:2 affording the title product. Yellow solid. Yield: 4...